From a dataset of the Open Reaction Database (ORD), a public repository of structured organic reaction records. describe an organic reaction: reactants, conditions, products, and yield Starting materials: CC(=O)OCCSC(F)(F)C(=O)c1ccc(F)cc1F, C1CCOC1, C[S+](C)(C)=O, [H-], [I-], [Na+], O. The product is CC(=O)OCCSC(F)(F)C1(c2ccc(F)cc2F)CO1. Reaction SMILES: [C:9]([CH3:10])(=[O:11])[O:12][CH2:13][CH2:14][S:15][C:16]([C:17](=[O:18])[c:19]1[c:20]([F:26])[cH:21][c:22]([F:25])[cH:23][cH:24]1)([F:27])[F:28].[CH2:30]1[O:31][CH2:32][CH2:33][CH2:34]1.[CH3:4][S+:5]([CH3:6])([CH3:7])=[O:8].[H-:2].[I-:3].[Na+:1].[OH2:29]>>[CH2:4]1[C:17]([C:16]([S:15][CH2:14][CH2:13][O:12][C:9]([CH3:10])=[O:11])([F:27])[F:28])([c:19]2[c:20]([F:26])[cH:21][c:22]([F:25])[cH:23][cH:24]2)[O:18]1. Reactants: FC(C1=C(C(=NO1)C1=CC=C(S1)C(=O)O)C)(F)F (5-(5-Trifluoromethyl-4-methyl-isoxazol-3-yl)-thiophene-2-carboxylic acid), N1C[C@@H]([C@@H](CC1)O)O ((3S,4R)-3,4-Piperidinediol), CNC(=O)[C@H]1CNCCC1 ((3R)-N-methylpiperidine-3-carboxamide), 4S. The product is CC=1C(=NOC1C(F)(F)F)C1=CC=C(S1)C(=O)N1C[C@@H]([C@@H](CC1)O)O ((3S,4R)-1-({5-[4-methyl-5-(trifluoromethyl)isoxazol-3-yl]thien-2-yl}carbonyl)piperidine-3,4-diol). Isolated yield 81.0%. Reaction SMILES: [F:1][C:2]([F:18])([F:17])[C:3]1[O:7][N:6]=[C:5]([C:8]2[S:12][C:11]([C:13]([OH:15])=O)=[CH:10][CH:9]=2)[C:4]=1[CH3:16].[NH:19]1[CH2:24][CH2:23][C@@H:22]([OH:25])[C@@H:21]([OH:26])[CH2:20]1.CNC([C@@H]1CCCNC1)=O>>[CH3:16][C:4]1[C:5]([C:8]2[S:12][C:11]([C:13]([N:19]3[CH2:24][CH2:23][C@@H:22]([OH:25])[C@@H:21]([OH:26])[CH2:20]3)=[O:15])=[CH:10][CH:9]=2)=[N:6][O:7][C:3]=1[C:2]([F:1])([F:18])[F:17]. Reported procedure: Prepared from 5-(5-Trifluoromethyl-4-methyl-isoxazol-3-yl)-thiophene-2-carboxylic acid and (3S,4R)-3,4-Piperidinediol (CAS [868051-84-7]) in the same manner as the (3R, 4S) isomer (Example 87) to afford product as a colorless solid (303 mg, 81%). LC/MS 5.43 min, [M+1]+ 377.